Dataset: the Open Reaction Database (ORD), a public repository of structured organic reaction records. Task: describe an organic reaction: reactants, conditions, products, and yield The reactants are BrC=1C=C(C(=O)O)C(=CC1)SC1=CC=CC=C1 (3-bromo-6-(phenylthio)-benzoic acid), CO (methanol). Solvent: S(O)(O)(=O)=O (sulphuric acid). Product: BrC=1C=C(C(=O)OC)C(=CC1)SC1=CC=CC=C1 (methyl 3-bromo-6-(phenylthio)-benzoate). Reaction SMILES: [Br:1][C:2]1[CH:3]=[C:4]([C:8]([S:11][C:12]2[CH:17]=[CH:16][CH:15]=[CH:14][CH:13]=2)=[CH:9][CH:10]=1)[C:5]([OH:7])=[O:6].[CH3:18]O>S(=O)(=O)(O)O>[Br:1][C:2]1[CH:3]=[C:4]([C:8]([S:11][C:12]2[CH:13]=[CH:14][CH:15]=[CH:16][CH:17]=2)=[CH:9][CH:10]=1)[C:5]([O:7][CH3:18])=[O:6]. Procedure details: 478 g of 3-bromo-6-(phenylthio)-benzoic acid in 1.5 litres of methanol and 200 ml of concentrated sulphuric acid are heated under reflux for 8 hours. The solution is concentrated under reduced pressure, treated with water and extracted with water. The organic solution is washed with aqueous sodium bicarbonate solution, dried over magnesium sulphate and concentrated under reduced pressure. There is obtained methyl 3-bromo-6-(phenylthio)-benzoate as a yellow oil. Reactants: NC1CCN(CC1)CCC1=CNC2=CC=CC=C12 (4-Amino-1-[2-(indol-3-yl)ethyl]piperidine), ClC=1C=C2C(C(=O)OC2=O)=CC1 (4-chlorophthalic anhydride). Solvent: CC#N (methyl cyanide), CC#N (methyl cyanide). Yields the product ClC=1C=C2C(N(C(C2=CC1)=O)C1CCN(CC1)CCC1=CNC2=CC=CC=C12)=O (5-Chloro-2-(1-[2-(indol-3-yl)ethyl]piperid-4-yl)-1H-isoindole-1,3-(2H)-dione). The yield is 43.5%. Reaction SMILES: [NH2:1][CH:2]1[CH2:7][CH2:6][N:5]([CH2:8][CH2:9][C:10]2[C:18]3[C:13](=[CH:14][CH:15]=[CH:16][CH:17]=3)[NH:12][CH:11]=2)[CH2:4][CH2:3]1.[Cl:19][C:20]1[CH:21]=[C:22]2[C:27](=O)[O:26][C:24](=[O:25])[C:23]2=[CH:29][CH:30]=1>CC#N>[Cl:19][C:20]1[CH:21]=[C:22]2[C:23](=[CH:29][CH:30]=1)[C:24](=[O:25])[N:1]([CH:2]1[CH2:7][CH2:6][N:5]([CH2:8][CH2:9][C:10]3[C:18]4[C:13](=[CH:14][CH:15]=[CH:16][CH:17]=4)[NH:12][CH:11]=3)[CH2:4][CH2:3]1)[C:27]2=[O:26]. Procedure: 4-Amino-1-[2-(indol-3-yl)ethyl]piperidine (3.86 g, 15.9 mmol) was dissolved in warm methyl cyanide (50 cm3) and a solution of 4-chlorophthalic anhydride (2.9 g, 15.9 mmol) in methyl cyanide (20 cm3) was added dropwise with stirring, to precipitate a solid. The suspension was stirred at room temperature overnight then cooled briefly in ice and the solid collected. This crude material was heated in acetic anhydride (70 cm3) for 21/2 hours then the solvent was evaporated. The residue was dissolved ... The product is N[C@@H](C)C(=O)N(CC(=O)O)C1CCC2=CC=CC=C12 (L-alanyl-N-(indan-1-yl)glycine). Procedure: By reacting 13 g of (indan-1-yl)glycine ethyl ester hydrochloride with 11.6 g of N-carbobenzoxy-L-alanine and treating the reaction mixture as in Reference Example 4, there is obtained 8.0 g of L-alanyl-N-(indan-1-yl)glycine as colorless amorphous powder. The yield is 60.0%. Reaction SMILES: Cl.C([O:4][C:5](=[O:17])[CH2:6][NH:7][CH:8]1[C:16]2[C:11](=[CH:12][CH:13]=[CH:14][CH:15]=2)[CH2:10][CH2:9]1)C.C([NH:28][C@H:29]([C:31](O)=[O:32])[CH3:30])(OCC1C=CC=CC=1)=O>>[NH2:28][C@H:29]([C:31]([N:7]([CH:8]1[C:16]2[C:11](=[CH:12][CH:13]=[CH:14][CH:15]=2)[CH2:10][CH2:9]1)[CH2:6][C:5]([OH:4])=[O:17])=[O:32])[CH3:30] |f:0.1|. The reactants are Cl.C(C)OC(CNC1CCC2=CC=CC=C12)=O ((indan-1-yl)glycine ethyl ester hydrochloride), C(=O)(OCC1=CC=CC=C1)N[C@@H](C)C(=O)O (N-carbobenzoxy-L-alanine).